Dataset: the Open Reaction Database (ORD), a public repository of structured organic reaction records. Task: describe an organic reaction: reactants, conditions, products, and yield The reactants are C(C)OC(=O)C1(CCNCC1)CCOC (4-(2-methoxy-ethyl)-piperidine-4-carboxylic acid ethyl ester), C1(=CC=CC=C1)CS(=O)(=O)Cl (phenyl-methanesulfonyl chloride), C1(CC1)C1=CC=C(N)C=C1 (4-cyclopropyl-aniline). The product is C1(CC1)C1=CC=C(C=C1)N1C(C2(CC1)CCN(CC2)S(=O)(=O)CC2=CC=CC=C2)=O (2-(4-Cyclopropyl-phenyl)-8-phenylmethanesulfonyl-2,8-diaza-spiro[4.5]decan-1-one). RXN SMILES: C(O[C:4]([C:6]1([CH2:12][CH2:13]OC)[CH2:11][CH2:10][NH:9][CH2:8][CH2:7]1)=[O:5])C.[C:16]1([CH2:22][S:23](Cl)(=[O:25])=[O:24])[CH:21]=[CH:20][CH:19]=[CH:18][CH:17]=1.[CH:27]1([C:30]2[CH:36]=[CH:35][C:33]([NH2:34])=[CH:32][CH:31]=2)[CH2:29][CH2:28]1>>[CH:27]1([C:30]2[CH:36]=[CH:35][C:33]([N:34]3[CH2:13][CH2:12][C:6]4([CH2:7][CH2:8][N:9]([S:23]([CH2:22][C:16]5[CH:21]=[CH:20][CH:19]=[CH:18][CH:17]=5)(=[O:25])=[O:24])[CH2:10][CH2:11]4)[C:4]3=[O:5])=[CH:32][CH:31]=2)[CH2:29][CH2:28]1. Procedure details: Light brown solid. MS (ESI): 425.19 (MH+). This example was prepared in analogy to example 1 step C) to D) from 4-(2-methoxy-ethyl)-piperidine-4-carboxylic acid ethyl ester (example 1 step B)), phenyl-methanesulfonyl chloride and 4-cyclopropyl-aniline.